Dataset: the Open Reaction Database (ORD), a public repository of structured organic reaction records. Task: describe an organic reaction: reactants, conditions, products, and yield The reactants are NNC(=O)c1ccccc1, O=CC(Cl)(Cl)Cl, c1ccccc1. Product: O=C(NN=CC(Cl)(Cl)Cl)c1ccccc1. As a reaction SMILES: [C:1]([c:2]1[cH:3][cH:4][cH:5][cH:6][cH:7]1)(=[O:8])[NH:9][NH2:10].[O:11]=[CH:12][C:13]([Cl:14])([Cl:15])[Cl:16].[cH:17]1[cH:18][cH:19][cH:20][cH:21][cH:22]1>>[C:1]([c:2]1[cH:3][cH:4][cH:5][cH:6][cH:7]1)(=[O:8])[NH:9][N:10]=[CH:12][C:13]([Cl:14])([Cl:15])[Cl:16]. The reactants are C(=O)(OC)C1NC2C(N(C2O1)C(C(=O)OCC1=CC=CC=C1)=C(C)C)=O (benzyl α-(3ξ-carbomethoxy-7-oxo-4-oxa-2,6-diazabicyclo[3.2.0]heptan-6-yl)-α-isopropylideneacetate), N1=CC=CC=C1 (pyridine), C(C1=CC=CC=C1)(=O)Cl (benzoyl chloride). The solvent is O1CCCC1 (tetrahydrofuran), O1CCCC1 (tetrahydrofuran), ice water. Reaction conditions: time 20 minute. The product is C(=O)(OC)C1N(C2C(N(C2O1)C(C(=O)OCC1=CC=CC=C1)=C(C)C)=O)C(C1=CC=CC=C1)=O (benzyl α-(3ξ-carbomethoxy-2-benzoyl-7-oxo-4-oxa-2,6-diazabicyclo[3.2.0]heptan-6-yl)-α-isopropylideneacetate). The yield is 108.9%. RXN SMILES: [C:1]([CH:5]1[O:11][CH:10]2[CH:7]([C:8](=[O:26])[N:9]2[C:12](=[C:23]([CH3:25])[CH3:24])[C:13]([O:15][CH2:16][C:17]2[CH:22]=[CH:21][CH:20]=[CH:19][CH:18]=2)=[O:14])[NH:6]1)([O:3][CH3:4])=[O:2].N1C=CC=CC=1.[C:33](Cl)(=[O:40])[C:34]1[CH:39]=[CH:38][CH:37]=[CH:36][CH:35]=1>O1CCCC1>[C:1]([CH:5]1[O:11][CH:10]2[CH:7]([C:8](=[O:26])[N:9]2[C:12](=[C:23]([CH3:24])[CH3:25])[C:13]([O:15][CH2:16][C:17]2[CH:18]=[CH:19][CH:20]=[CH:21][CH:22]=2)=[O:14])[N:6]1[C:33](=[O:40])[C:34]1[CH:39]=[CH:38][CH:37]=[CH:36][CH:35]=1)([O:3][CH3:4])=[O:2]. Procedure details: To a solution of 5 g of benzyl α-(3ξ-carbomethoxy-7-oxo-4-oxa-2,6-diazabicyclo[3.2.0]heptan-6-yl)-α-isopropylideneacetate in 100 ml of tetrahydrofuran are dropwise added 1.82 ml of pyridine and a solution of 2.86 g of benzoyl chloride in 20 ml of tetrahydrofuran at 0° C. under nitrogen atmosphere. After 20 minutes, the reaction mixture is warmed up to room temperature. After additional 2 hours, the mixture is diluted with ice water and extracted with ethyl acetate. The extract is washed with an ... As a reaction SMILES: [Br:1][c:2]1[c:3](-[c:13]2[cH:14][cH:15][n:16][cH:17][cH:18]2)[n:4][c:5]2[n:6]([c:7]1=[O:8])[CH2:9][CH2:10][CH2:11][NH:12]2.[CH2:19]([CH2:20][c:21]1[cH:22][cH:23][cH:24][cH:25][cH:26]1)[CH:27]1[O:28][CH2:29]1.[CH3:31][Si:32]([N-:33][Si:34]([CH3:35])([CH3:36])[CH3:37])([CH3:38])[CH3:39].[Cl-:40].[Li+:30].[NH4+:41].[O:42]=[CH:43][N:44]([CH3:45])[CH3:46]>>[Br:1][c:2]1[c:3](-[c:13]2[cH:14][cH:15][n:16][cH:17][cH:18]2)[n:4][c:5]2[n:6]([c:7]1=[O:8])[CH2:9][CH2:10][CH2:11][N:12]2[CH2:29][CH:27]([CH2:19][CH2:20][c:21]1[cH:22][cH:23][cH:24][cH:25][cH:26]1)[OH:28]. Starting materials: O=c1c(Br)c(-c2ccncc2)nc2n1CCCN2, c1ccc(CCC2CO2)cc1, C[Si](C)(C)[N-][Si](C)(C)C, [Cl-], [Li+], [NH4+], CN(C)C=O. The product is O=c1c(Br)c(-c2ccncc2)nc2n1CCCN2CC(O)CCc1ccccc1. Reactants: O (water), C1(CCCCC1)C1=CC=CC=C1 (cyclohexylbenzene). Product: C1(CCCCC1)=O (cyclohexanone), C1(=CC=CC=C1)O (phenol), CC1C(CCC1)=O (methylcyclopentanone). Reaction SMILES: [CH:1]1([C:7]2[CH:12]=[CH:11][CH:10]=[CH:9][CH:8]=2)[CH2:6][CH2:5][CH2:4][CH2:3][CH2:2]1.[OH2:13]>>[C:1]1(=[O:13])[CH2:6][CH2:5][CH2:4][CH2:3][CH2:2]1.[C:1]1([OH:13])[CH:6]=[CH:5][CH:4]=[CH:3][CH:2]=1.[CH3:7][CH:12]1[CH2:8][CH2:9][CH2:10][C:11]1=[O:13]. Procedure details: The neutralized cleavage reaction product mixture can then be separated by methods such as distillation. In one example, in a first fractionation column after the cleavage reactor, a heavies fraction comprising the amine salt is obtained at the bottom of the column, a side fraction comprising cyclohexylbenzene is obtained in the middle section, and an upper fraction comprising cyclohexanone, phenol, methylcyclopentanone, and water is obtained. Starting materials: [H-].[Na+] (NaH), OCC(=O)OC (Methyl hydroxyacetate), BrC1=CC(=CC=C1)CBr (1-Bromo-3-(bromomethyl)benzene). Solvent: C1CCOC1 (THF). Run at temperature 0 celsius, time 4 hour. The product is BrC=1C=C(COCC(=O)OC)C=CC1 (Methyl [(3-bromobenzyl)oxy]acetate). Reaction SMILES: [OH:1][CH2:2][C:3]([O:5][CH3:6])=[O:4].[H-].[Na+].[Br:9][C:10]1[CH:15]=[CH:14][CH:13]=[C:12]([CH2:16]Br)[CH:11]=1>C1COCC1>[Br:9][C:10]1[CH:11]=[C:12]([CH:13]=[CH:14][CH:15]=1)[CH2:16][O:1][CH2:2][C:3]([O:5][CH3:6])=[O:4] |f:1.2|. Procedure: Methyl hydroxyacetate (0.80 g, 8.8 mmol) was dissolved in THF (10 mL) and allowed to stir at 0° C. under a nitrogen atmosphere. NaH (0.40 g, 9.6 mmol, 60% dispersion in oil) was added portionwise over approximately 5 minutes. The cooling bath was removed and the reaction mixture was allowed to warm to ambient temperature. 1-Bromo-3-(bromomethyl)benzene (2.0 g, 8.0 mmol) was added in a single portion and the resulting mixture was heated to 40° C. After 4 hours, the reaction mixture was allowed to...